Dataset: the Open Reaction Database (ORD), a public repository of structured organic reaction records. Task: describe an organic reaction: reactants, conditions, products, and yield Reactants: OC1(C(=C(C2=CC=CC=C12)C1=CC=CC=C1)C(=O)OCC)C1=CC2=C(C=C1)OCO2 (ethyl(1RS)-1-hydroxy-1-(3,4-methylenedioxyphenyl)-3-phenylindene-2-carboxylate), C(C)[SiH](CC)CC (triethylsilane), Cl (HCl), B(F)(F)F.CCOCC (boron trifluoride etherate). Solvent: C(Cl)Cl (CH2Cl2). Conditions: time 15 minute. Yields the product C1OC=2C=C(C=CC2O1)C1C(=C(C2=CC=CC=C12)C1=CC=CC=C1)C(=O)OCC (Ethyl(RS)-1-(3,4-Methylenedioxyphenyl)-3-phenylindene-2-carboxylate). Isolated yield 100.8%. RXN SMILES: O[C:2]1([C:22]2[CH:27]=[CH:26][C:25]3[O:28][CH2:29][O:30][C:24]=3[CH:23]=2)[C:10]2[C:5](=[CH:6][CH:7]=[CH:8][CH:9]=2)[C:4]([C:11]2[CH:16]=[CH:15][CH:14]=[CH:13][CH:12]=2)=[C:3]1[C:17]([O:19][CH2:20][CH3:21])=[O:18].C([SiH](CC)CC)C.B(F)(F)F.CCOCC.Cl>C(Cl)Cl>[CH2:29]1[O:28][C:25]2[CH:26]=[CH:27][C:22]([CH:2]3[C:10]4[C:5](=[CH:6][CH:7]=[CH:8][CH:9]=4)[C:4]([C:11]4[CH:12]=[CH:13][CH:14]=[CH:15][CH:16]=4)=[C:3]3[C:17]([O:19][CH2:20][CH3:21])=[O:18])=[CH:23][C:24]=2[O:30]1 |f:2.3|. Procedure details: To a solution of ethyl(1RS)-1-hydroxy-1-(3,4-methylenedioxyphenyl)-3-phenylindene-2-carboxylate (1.03 g, 2.58 mmol) in CH2Cl2 (40 mL) was added triethylsilane (0.49 ml, 3.07 mmol), followed by boron trifluoride etherate (1.55 ml, 12.6 mmol). The reaction mixture was allowed to stir for 15 min, at which time was added slowly 3M HCl. The mixture was extracted with EtOAc. The organic extract was washed successively with H2O, 5% aqueous NaHCO3 and saturated aqueous NaCl. The solvent was removed in v... Starting materials: COC(=O)N1CCC(c2cccc(NS(=O)(=O)c3ccc(C(C)C)cc3)c2)C1, CCO, Cl. Yields the product CC(C)c1ccc(S(=O)(=O)Nc2cccc(C3CCNC3)c2)cc1. RXN SMILES: [CH3:1][O:2][C:3](=[O:4])[N:5]1[CH2:6][CH:7]([c:10]2[cH:11][c:12]([NH:16][S:17](=[O:18])(=[O:19])[c:20]3[cH:21][cH:22][c:23]([CH:26]([CH3:27])[CH3:28])[cH:24][cH:25]3)[cH:13][cH:14][cH:15]2)[CH2:8][CH2:9]1.[CH3:30][CH2:31][OH:32].[ClH:29]>>[NH:5]1[CH2:6][CH:7]([c:10]2[cH:11][c:12]([NH:16][S:17](=[O:18])(=[O:19])[c:20]3[cH:21][cH:22][c:23]([CH:26]([CH3:27])[CH3:28])[cH:24][cH:25]3)[cH:13][cH:14][cH:15]2)[CH2:8][CH2:9]1. Starting materials: O=C(CBr)C(F)(F)F, ClC(Cl)Cl, Cl, NO, O. Yields the product ON=C(CBr)C(F)(F)F. As a reaction SMILES: [Br:1][CH2:2][C:3]([C:4]([F:5])([F:6])[F:7])=[O:8].[CH:12]([Cl:13])([Cl:14])[Cl:15].[ClH:9].[NH2:10][OH:11].[OH2:16]>>[Br:1][CH2:2][C:3]([C:4]([F:5])([F:6])[F:7])=[N:10][OH:11]. The reactants are C(C)(=O)NC1C=CC(=C2C=C3C(NC(C(N3)=O)=O)=C12)Cl (5-acetamido-8-chloro-1,4-dihydro-5H-indeno[1,2-b]pyrazine-2,3-dione). Solvent: Cl (hydrochloric acid). Run at temperature 20 celsius. Yields the product Cl.NC1C=CC(=C2C=C3C(NC(C(N3)=O)=O)=C12)Cl (5-amino-8-chloro-1,4-dihydro-5H-indeno [1,2-b]pyrazine-2,3-dione hydrochloride). Isolated yield 52.3%. As a reaction SMILES: C([NH:4][CH:5]1[C:19]2[C:9]([CH:10]=[C:11]3[NH:16][C:15](=[O:17])[C:14](=[O:18])[NH:13][C:12]3=2)=[C:8]([Cl:20])[CH:7]=[CH:6]1)(=O)C>Cl>[ClH:20].[NH2:4][CH:5]1[C:19]2[C:9]([CH:10]=[C:11]3[NH:16][C:15](=[O:17])[C:14](=[O:18])[NH:13][C:12]3=2)=[C:8]([Cl:20])[CH:7]=[CH:6]1 |f:2.3|. Procedure: 0.39 g of 5-acetamido-8-chloro-1,4-dihydro-5H-indeno[1,2-b]pyrazine-2,3-dione suspended in 5 ml of 6N hydrochloric acid is brought to reflux for 5 hours. After cooling to a temperature in the region of 20° C., the insoluble matter is filtered off, washed with water and then with methanol and taken up in 10 ml of a mixture of hot water and methanol (50:50 by volume). After a few minutes of stirring, the insoluble matter is filtered off and dried under a partial vacuum (1 mm Hg; 0.13 kPa) to yield... The reactants are BrCCCC(=O)OCC (ethyl 4-bromobutyrate), CN(C=O)C (dimethyl-formamide), O (water), [H-].[Na+] (NaH), ClC=1C=C(C=CC1Cl)C(C#N)CCOC1OCCCC1 (3,4-dichloro-α-[(2-tetrahydropyranyloxy)ethyl]benzeneacetonitrile), CN(C=O)C (dimethylformamide). Reaction conditions: time 3 hour. Product: O1C(CCCC1)OCCC1=CC(=C(C=C1C(CCCC(=O)OCC)C#N)Cl)Cl (Ethyl 6-(2-tetrahydropyranyloxyethyl)-δ-cyano-δ-(3,4-dichlorophenyl)pentanoate). Reaction SMILES: [H-].[Na+].[Cl:3][C:4]1[CH:5]=[C:6]([CH:11]([CH2:14][CH2:15][O:16][CH:17]2[CH2:22][CH2:21][CH2:20][CH2:19][O:18]2)[C:12]#N)[CH:7]=[CH:8][C:9]=1[Cl:10].Br[CH2:24][CH2:25][CH2:26][C:27]([O:29][CH2:30][CH3:31])=[O:28].O.C[N:34](C)C=O>>[O:18]1[CH2:19][CH2:20][CH2:21][CH2:22][CH:17]1[O:16][CH2:15][CH2:14][C:11]1[C:6]([CH:7]([C:8]#[N:34])[CH2:24][CH2:25][CH2:26][C:27]([O:29][CH2:30][CH3:31])=[O:28])=[CH:5][C:4]([Cl:3])=[C:9]([Cl:10])[CH:12]=1 |f:0.1|. Procedure: 4.6 g of 60% NaH are added in small portions to a solution of 36 g of the above 3,4-dichloro-α-[(2-tetrahydropyranyloxy)ethyl]benzeneacetonitrile (prepared according to PREPARATION II (a)) in 100 ml of dimethylformamide. The reaction mixture is stirred for 3 hours at room temperature and cooled to 0° C. and 22.4 g of ethyl 4-bromobutyrate in 40 ml of dimethyl-formamide are then added. The reaction mixture is stirred for 3 hours at room temperature, poured into water and extracted with ether and ... The reactants are NC1=C(C(=NN1C1=CC=CC=C1)O)C1=CC=CC=C1 (5-amino-3-hydroxy-1,4-diphenylpyrazole), C1(=CC=CC=C1)N=C=O (phenylisocyanate). The solvent is C(C)(=O)OCC (ethyl acetate). Reaction conditions: temperature 290 celsius. The product is OC1=NN(C=2NC(C=3C=CC=CC3C21)=O)C2=CC=CC=C2 (1-Hydroxy-3-phenyl-3H-pyrazolo[3,4-c]isoquinolin-5(4H)-one). Isolated yield 81.0%. As a reaction SMILES: [NH2:1][C:2]1[N:6]([C:7]2[CH:12]=[CH:11][CH:10]=[CH:9][CH:8]=2)[N:5]=[C:4]([OH:13])[C:3]=1[C:14]1[CH:19]=[CH:18][CH:17]=[CH:16][CH:15]=1.C1(N=[C:27]=[O:28])C=CC=CC=1>C(OCC)(=O)C>[OH:13][C:4]1[C:3]2[C:14]3[CH:15]=[CH:16][CH:17]=[CH:18][C:19]=3[C:27](=[O:28])[NH:1][C:2]=2[N:6]([C:7]2[CH:8]=[CH:9][CH:10]=[CH:11][CH:12]=2)[N:5]=1. Procedure details: 2.51 Grams (0.01 mole) of 5-amino-3-hydroxy-1,4-diphenylpyrazole is mixed with 1.62 ml (0.015 mole) of phenylisocyanate and is gradually heated to 290° C. The obtained residue is then ground and boiled with 40 ml of ethyl acetate. 2.7 Grams of crude compound recovered by filtering the hot mixture is taken up with aqueous 4% NaOH. On acidifying the filtered solution with acetic acid, 2.24 g of the title compound precipitates. Yield 81%. The reactants are OC(CC=1N=NC=CC1C=1C(=NN2C1C=CC=C2)C2=CC=CC=C2)C(Cl)(Cl)Cl (3-[3-(2-hydroxy-3,3,3-trichloropropyl)pyridazin-4-yl]-2-phenylpyrazolo[1,5-a]pyridine), [OH-].[Na+] (sodium hydroxide), C(C)O (ethanol). The product is C(=O)(O)/C=C/C=1N=NC=CC1C=1C(=NN2C1C=CC=C2)C2=CC=CC=C2 (3-[3-{(E)-2-carboxyvinyl}pyridazin-4-yl]-2-phenylpyrazolo[1,5-a]pyridine). Reaction SMILES: OC(C(Cl)(Cl)Cl)[CH2:3][C:4]1[N:5]=[N:6][CH:7]=[CH:8][C:9]=1[C:10]1[C:11]([C:19]2[CH:24]=[CH:23][CH:22]=[CH:21][CH:20]=2)=[N:12][N:13]2[CH:18]=[CH:17][CH:16]=[CH:15][C:14]=12.[OH-:29].[Na+].[CH2:31]([OH:33])[CH3:32]>>[C:31](/[CH:32]=[CH:3]/[C:4]1[N:5]=[N:6][CH:7]=[CH:8][C:9]=1[C:10]1[C:11]([C:19]2[CH:24]=[CH:23][CH:22]=[CH:21][CH:20]=2)=[N:12][N:13]2[CH:18]=[CH:17][CH:16]=[CH:15][C:14]=12)([OH:29])=[O:33] |f:1.2|. Procedure details: To an ethanol (12 ml) solution of 3-[3-(2-hydroxy-3,3,3-trichloropropyl)pyridazin-4-yl]-2-phenylpyrazolo[1,5-a]pyridine (1.20 g) was added 24% aqueous sodium hydroxide solution (4.8 ml), and refluxed for 5 hours. The reaction mixture was evaporated in vacuo and added 10% hydrochloric acid (12 ml). The precipitates were collected by filtration to give 3-[3-{(E)-2-carboxyvinyl}pyridazin-4-yl]-2-phenylpyrazolo[1,5-a]pyridine (0.64 g).